This data is from the Open Reaction Database (ORD), a public repository of structured organic reaction records. The task is: describe an organic reaction: reactants, conditions, products, and yield The reactants are CC(C)(C)OC(=O)N1CC(=O)C1, C1CCOC1, COP(=O)(Cc1nc2c(N3CCOCC3)nc(Cl)nc2n1C)OC, [Li]CCCC, CC(C)NC(C)C. The product is Cn1c(C=C2CN(C(=O)OC(C)(C)C)C2)nc2c(N3CCOCC3)nc(Cl)nc21. As a reaction SMILES: [C:37]([CH3:38])([CH3:39])([CH3:40])[O:41][C:42](=[O:43])[N:44]1[CH2:45][C:46](=[O:48])[CH2:47]1.[CH2:49]1[O:50][CH2:51][CH2:52][CH2:53]1.[CH3:13][O:14][P:15](=[O:16])([O:17][CH3:18])[CH2:19][c:20]1[n:21]([CH3:36])[c:22]2[n:23][c:24]([Cl:35])[n:25][c:26]([N:29]3[CH2:30][CH2:31][O:32][CH2:33][CH2:34]3)[c:27]2[n:28]1.[CH3:8][CH2:9][CH2:10][CH2:11][Li:12].[CH:1]([NH:2][CH:3]([CH3:4])[CH3:5])([CH3:6])[CH3:7]>>[CH:19]([c:20]1[n:21]([CH3:36])[c:22]2[n:23][c:24]([Cl:35])[n:25][c:26]([N:29]3[CH2:30][CH2:31][O:32][CH2:33][CH2:34]3)[c:27]2[n:28]1)=[C:46]1[CH2:45][N:44]([C:42]([O:41][C:37]([CH3:38])([CH3:39])[CH3:40])=[O:43])[CH2:47]1.